From a dataset of the Open Reaction Database (ORD), a public repository of structured organic reaction records. describe an organic reaction: reactants, conditions, products, and yield As a reaction SMILES: [CH3:30][OH:31].[F:20][c:21]1[cH:22][cH:23][c:24]([N:27]=[C:28]=[S:29])[cH:25][cH:26]1.[NH2:1][c:2]1[cH:3][c:4]([C:5](=[O:6])[NH:7][c:8]2[cH:9][c:10]([Cl:14])[cH:11][cH:12][cH:13]2)[cH:15][cH:16][c:17]1[O:18][CH3:19]>>[NH:1]([c:2]1[cH:3][c:4]([C:5](=[O:6])[NH:7][c:8]2[cH:9][c:10]([Cl:14])[cH:11][cH:12][cH:13]2)[cH:15][cH:16][c:17]1[O:18][CH3:19])[C:28]([NH:27][c:24]1[cH:23][cH:22][c:21]([F:20])[cH:26][cH:25]1)=[S:29]. Reactants: CO, Fc1ccc(N=C=S)cc1, COc1ccc(C(=O)Nc2cccc(Cl)c2)cc1N. The product is COc1ccc(C(=O)Nc2cccc(Cl)c2)cc1NC(=S)Nc1ccc(F)cc1. Reactants: C[Al](C)C (tri-methyl aluminum), [NH4+].[Cl-] (NH4Cl), N1=C(C=CC=C1)C1(CCCC1)CC#N ((1-pyridin-2-yl-cyclopentyl)-acetonitrile). Run in C1(=CC=CC=C1)C (toluene), C1(=CC=CC=C1)C (toluene). Run at time 2 hour. The product is Cl.N1=C(C=CC=C1)C1(CCCC1)CC(=N)N (2-(1-pyridin-2-yl-cyclopentyl)-acetamidine hydrochloride). The yield is 67.9%. RXN SMILES: [NH4+:1].[Cl-:2].C[Al](C)C.[N:7]1[CH:12]=[CH:11][CH:10]=[CH:9][C:8]=1[C:13]1([CH2:18][C:19]#[N:20])[CH2:17][CH2:16][CH2:15][CH2:14]1>C1(C)C=CC=CC=1>[ClH:2].[N:7]1[CH:12]=[CH:11][CH:10]=[CH:9][C:8]=1[C:13]1([CH2:18][C:19]([NH2:1])=[NH:20])[CH2:17][CH2:16][CH2:15][CH2:14]1 |f:0.1,5.6|. Reported procedure: To a stirred suspension of NH4Cl (1.05 g, 19.355 mmol) in dry toluene (15 mL) was added tri-methyl aluminum (2M) (5.2 mL, 10.323 mmol) at 5° C. The reaction mixture was warmed to room temperature and the reaction mixture was stirred for 2 h. A solution of (1-pyridin-2-yl-cyclopentyl)-acetonitrile (434) (1.2 g, 6.45 mmol) in toluene (5 mL) was added to above reaction mixture and the reaction mixture was stirred for 14 h at 100° C. After completion of the reaction, the reaction mixture was quenche...